From a dataset of the Open Reaction Database (ORD), a public repository of structured organic reaction records. describe an organic reaction: reactants, conditions, products, and yield Reactants: N (ammonia), C=1(O)C(O)=CC=CC1 (catechol), 36.9, N1=C(Cl)N=C(Cl)N=C1Cl (cyanuric chloride). The solvent is O (water), O (water), [OH-].[Na+] (sodium hydroxide), O (water), [OH-].[Na+] (sodium hydroxide), O (water), O (water). Conditions: temperature 35 celsius, time 90 minute. The product is NC1=NC(=NC(=N1)Cl)OC1=C(C=CC=C1)O (2-amino-4-chloro-6 -(2'-hydroxyphenoxy)-s-triazine). RXN SMILES: [N:1]1[C:8]([Cl:9])=[N:7][C:5](Cl)=[N:4][C:2]=1Cl.[NH3:10].[C:11]1([C:13](=[CH:15][CH:16]=[CH:17][CH:18]=1)[OH:14])[OH:12]>O.[OH-].[Na+]>[NH2:10][C:2]1[N:1]=[C:8]([Cl:9])[N:7]=[C:5]([O:12][C:11]2[CH:18]=[CH:17][CH:16]=[CH:15][C:13]=2[OH:14])[N:4]=1 |f:4.5|. Procedure: A suspension of 36.9 parts of cyanuric chloride in 250 parts of water at 0°-5° C was prepared. To the stirred suspension at this temperature were added separately over about 30 minutes a solution of ammonia (3.4 parts) in water (80 parts) concurrently with a solution of sodium hydroxide (8.0 parts) in water (80 parts). Stirring was continued at 0°-5° C for about 90 minutes after completion of the addition. The temperature of the mixture was then increased to 35° C and solutions of catechol (22 p...